Task: describe an organic reaction: reactants, conditions, products, and yield. Dataset: the Open Reaction Database (ORD), a public repository of structured organic reaction records Reactants: COC=1C=CC=C2C=C(C(OC12)=O)C(=O)O (8-methoxycoumarin-3-carboxylic acid), S(=O)(Cl)Cl (thionyl chloride). Product: COC=1C=CC=C2C=C(C(OC12)=O)C(=O)Cl (8-methoxycoumarin-3-carboxylic acid chloride). RXN SMILES: [CH3:1][O:2][C:3]1[CH:4]=[CH:5][CH:6]=[C:7]2[C:12]=1[O:11][C:10](=[O:13])[C:9]([C:14]([OH:16])=O)=[CH:8]2.S(Cl)([Cl:19])=O>>[CH3:1][O:2][C:3]1[CH:4]=[CH:5][CH:6]=[C:7]2[C:12]=1[O:11][C:10](=[O:13])[C:9]([C:14]([Cl:19])=[O:16])=[CH:8]2. Procedure details: A mixture of 8-methoxycoumarin-3-carboxylic acid (0.66 g) and thionyl chloride (2.5 ml) was heated under reflux for one and half hours. Distilling off the excess thionyl chloride in vacuo gave 8-methoxycoumarin-3-carboxylic acid chloride. Reaction of this product with amoxycillin, 1.257 g, in the same manner as in example 16, yielded D(-)-α-(8-methoxycoumarin-3-carbonamido)-p-hydroxybenzylpenicillin (0.95 g), melting at 187°-9° C. (dec.). Starting materials: ice, Cl.[N+]=1(C(=CC=CC1C)C)[O-] (2,6-lutidine-N-oxide hydrochloride), [OH-].[NH4+] (ammonium hydroxide). Run in P(=O)(Cl)(Cl)Cl (phosphorus oxychloride). Reaction conditions: time 3 hour. Product: ClC1=CC(=NC(=C1)C)C (4-chloro-2,6-dimethylpyridine). Isolated yield 58.7%. As a reaction SMILES: [ClH:1].[N+:2]1([O-])[C:3]([CH3:9])=[CH:4][CH:5]=[CH:6][C:7]=1[CH3:8].[OH-].[NH4+]>P(Cl)(Cl)(Cl)=O>[Cl:1][C:5]1[CH:4]=[C:3]([CH3:9])[N:2]=[C:7]([CH3:8])[CH:6]=1 |f:0.1,2.3|. Reported procedure: A mixture of 2,6-lutidine-N-oxide hydrochloride (48 g) and phosphorus oxychloride (110 ml) is heated 6.5 hours at reflux. After cooling the reaction mixture is carefully poured into crushed ice (1 kg). While the temperature is maintained below 15° C., concentrated ammonium hydroxide is added up to reach pH 8. The product that separates is extracted with ethyl ether (2×500 ml) which is dried and distilled off. The residue is dissolved in ethanol (400 ml) and boiled 3 hours with triethylamine (20 ... Starting materials: C(C)OC(=O)C=1C=CN2C=CC(=C2C1)C#N (1-cyanoindolizine-7-carboxylic acid ethyl ester), [OH-].[Li+] (lithium hydroxide), Cl (hydrochloric acid). The solvent is O1CCCC1 (tetrahydrofuran), C(C)O (ethanol), O (water). Run at time 8 hour. Yields the product C(#N)C=1C=CN2C=CC(=CC12)C(=O)O (1-cyanoindolizine-7-carboxylic acid). Isolated yield 79.5%. As a reaction SMILES: C([O:3][C:4]([C:6]1[CH:7]=[CH:8][N:9]2[C:13]([CH:14]=1)=[C:12]([C:15]#[N:16])[CH:11]=[CH:10]2)=[O:5])C.[OH-].[Li+].Cl>O1CCCC1.C(O)C.O>[C:15]([C:12]1[CH:11]=[CH:10][N:9]2[C:13]=1[CH:14]=[C:6]([C:4]([OH:5])=[O:3])[CH:7]=[CH:8]2)#[N:16] |f:1.2|. Procedure: To a mixed solution of 1-cyanoindolizine-7-carboxylic acid ethyl ester (0.42 g) in tetrahydrofuran (4.2 mL), ethanol (2.1 mL) and water (2.1 mL) was added lithium hydroxide (0.25 g) at room temperature, and the mixture was stirred at the same temperature overnight. The reaction mixture was acidified with 2 mol/L hydrochloric acid, and a precipitated solid was collected by filtration. This solid was washed with water and n-hexane to give 1-cyanoindolizine-7-carboxylic acid (0.29 g). The reactants are S(=O)(=O)(OCC)OCC (diethyl sulfate), CN(C=O)C (Dimethylformamide), [H-].[Na+] (sodium hydride), COC1=CC(=C(C=C1)NC1=C(C(=O)O)C=CC=C1)C (2-(4-Methoxy-2-methylphenylamino)benzoic acid). Run in O (water), C(C)(=O)O (acetic acid), CCOCC (ether). Conditions: time 45 minute. Yields the product COC1=CC(=C(C=C1)NC1=C(C(=O)OCC)C=CC=C1)C (ethyl 2-(4-methoxy-2-methylphenylamino)benzoate). RXN SMILES: CN(C)C=O.[H-].[Na+].[CH3:8][O:9][C:10]1[CH:15]=[CH:14][C:13]([NH:16][C:17]2[CH:25]=[CH:24][CH:23]=[CH:22][C:18]=2[C:19]([OH:21])=[O:20])=[C:12]([CH3:26])[CH:11]=1.S(OCC)(O[CH2:31][CH3:32])(=O)=O>O.C(O)(=O)C.CCOCC>[CH3:8][O:9][C:10]1[CH:15]=[CH:14][C:13]([NH:16][C:17]2[CH:25]=[CH:24][CH:23]=[CH:22][C:18]=2[C:19]([O:21][CH2:31][CH3:32])=[O:20])=[C:12]([CH3:26])[CH:11]=1 |f:1.2|. Procedure details: Dimethylformamide (250 ml) was added to sodium hydride (obtained from 4.80 g of 50% oil dispersion after washing and drying) and the mixture cooled to 0°-5° C. 2-(4-Methoxy-2-methylphenylamino)benzoic acid (25.7 g) was then added, and the mixture was stirred at room temperature for 45 minutes and then cooled to 0°-5° C. To the latter mixture was added 13 ml of diethyl sulfate, and the reaction mixture was stirred overnight at room temperature and poured into a mixture of ether, acetic acid, wate...